The task is: describe an organic reaction: reactants, conditions, products, and yield. This data is from the Open Reaction Database (ORD), a public repository of structured organic reaction records. The product is Cc1cnc(N2CCNCC2)c(C)c1. Starting materials: Cc1cnc(N2CCN(C(=O)OC(C)(C)C)CC2)c(C)c1, CCOC(C)=O, O=C([O-])[O-], ClC(Cl)Cl, Cl, [K+], [K+], O. Reaction SMILES: [C:1]([O:2][C:3](=[O:4])[N:8]1[CH2:9][CH2:10][N:11]([c:14]2[n:15][cH:16][c:17]([CH3:21])[cH:18][c:19]2[CH3:20])[CH2:12][CH2:13]1)([CH3:5])([CH3:6])[CH3:7].[C:22]([O:23][CH2:24][CH3:25])(=[O:26])[CH3:27].[C:33](=[O:34])([O-:35])[O-:36].[CH:29]([Cl:30])([Cl:31])[Cl:32].[ClH:28].[K+:37].[K+:38].[OH2:39]>>[NH:8]1[CH2:9][CH2:10][N:11]([c:14]2[n:15][cH:16][c:17]([CH3:21])[cH:18][c:19]2[CH3:20])[CH2:12][CH2:13]1. Starting materials: Cl (hydrochloric acid), C(=O)(O)C1=CC=C(C=C1)CC(C(=O)C1=CC=CC=C1)=O (3-(4-carboxyphenyl)-1-phenyl-1,2-propanedione), COC(N(C)C)OC (dimethylformamide dimethyl acetal), ice water, O (water). Run in CN(C=O)C (dimethylformamide). Reaction conditions: time 2 day. Yields the product C(=O)(O)C1=CC=C(C=C1)C(=CN(C)C)C(C(=O)C1=CC=CC=C1)=O (2-(4-carboxyphenyl)-1-dimethylamino-4-phenyl-1-butene-3,4-dione). Isolated yield 44.0%. Reaction SMILES: [C:1]([C:4]1[CH:9]=[CH:8][C:7]([CH2:10][C:11](=[O:20])[C:12]([C:14]2[CH:19]=[CH:18][CH:17]=[CH:16][CH:15]=2)=[O:13])=[CH:6][CH:5]=1)([OH:3])=[O:2].CO[CH:23](OC)[N:24]([CH3:26])[CH3:25].Cl.O>CN(C)C=O>[C:1]([C:4]1[CH:5]=[CH:6][C:7]([C:10]([C:11](=[O:20])[C:12]([C:14]2[CH:15]=[CH:16][CH:17]=[CH:18][CH:19]=2)=[O:13])=[CH:23][N:24]([CH3:26])[CH3:25])=[CH:8][CH:9]=1)([OH:3])=[O:2]. Reported procedure: To a solution of 3-(4-carboxyphenyl)-1-phenyl-1,2-propanedione in 100 ml of dry dimethylformamide cooled in an ice-bath was added, with stirring, 56 ml of dimethylformamide dimethyl acetal. The reaction mixture was stirred at 0°-5° C. for 10 min. and then it was poured onto 1.2 l. of ice-water and acidified with 130 ml of 1N hydrochloric acid. After stirring for 5 min., 1.8 l. of water was added and the precipitate was collected, washed with water and air-dried. The filter cake was dissolved in ...